Dataset: the Open Reaction Database (ORD), a public repository of structured organic reaction records. Task: describe an organic reaction: reactants, conditions, products, and yield Starting materials: C1(=CC=CC=C1)C(C(=O)N=C=O)(C)C1=CC=CC=C1 (2,2-diphenylpropionyl isocyanate), C(C)O (ethanol). Yields the product C(C)OC(NC(C(C)(C1=CC=CC=C1)C1=CC=CC=C1)=O)=O ((2,2-Diphenyl-propionyl)-carbamic acid ethyl ester). As a reaction SMILES: [C:1]1([C:7]([C:14]2[CH:19]=[CH:18][CH:17]=[CH:16][CH:15]=2)([CH3:13])[C:8]([N:10]=[C:11]=[O:12])=[O:9])[CH:6]=[CH:5][CH:4]=[CH:3][CH:2]=1.[CH2:20]([OH:22])[CH3:21]>>[CH2:20]([O:22][C:11](=[O:12])[NH:10][C:8](=[O:9])[C:7]([C:1]1[CH:2]=[CH:3][CH:4]=[CH:5][CH:6]=1)([C:14]1[CH:19]=[CH:18][CH:17]=[CH:16][CH:15]=1)[CH3:13])[CH3:21]. Procedure: The title compound, colorless gum, MS: m/e=297.4 (M+H+) was prepared in accordance with the general method of example 1 from crude 2,2-diphenylpropionyl isocyanate and ethanol. Reactants: BrC1=CC(=C(C=C1)[C@@H]1CN(CCO1)C(=O)OC(C)(C)C)F ((+)-(R)-tert-butyl 2-(4-bromo-2-fluorophenyl)morpholine-4-carboxylate), C(C1=CC=CC=C1)(C1=CC=CC=C1)=N (benzophenone imine), CC(C)([O-])C.[Na+] (sodium tert-butoxide). The solvent is C1(=CC=CC=C1)C (toluene). Conditions: temperature 90 celsius, time 90 minute. Product: C1(=CC=CC=C1)C(C1=CC=CC=C1)=NC1=CC(=C(C=C1)[C@@H]1CN(CCO1)C(=O)OC(C)(C)C)F ((R)-tert-butyl 2-(4-(diphenylmethyleneamino)-2-fluorophenyl)morpholine-4-carboxylate). As a reaction SMILES: Br[C:2]1[CH:7]=[CH:6][C:5]([C@H:8]2[O:13][CH2:12][CH2:11][N:10]([C:14]([O:16][C:17]([CH3:20])([CH3:19])[CH3:18])=[O:15])[CH2:9]2)=[C:4]([F:21])[CH:3]=1.[C:22](=[NH:35])([C:29]1[CH:34]=[CH:33][CH:32]=[CH:31][CH:30]=1)[C:23]1[CH:28]=[CH:27][CH:26]=[CH:25][CH:24]=1.CC(C)([O-])C.[Na+]>C1(C)C=CC=CC=1>[C:23]1([C:22](=[N:35][C:2]2[CH:7]=[CH:6][C:5]([C@H:8]3[O:13][CH2:12][CH2:11][N:10]([C:14]([O:16][C:17]([CH3:20])([CH3:19])[CH3:18])=[O:15])[CH2:9]3)=[C:4]([F:21])[CH:3]=2)[C:29]2[CH:30]=[CH:31][CH:32]=[CH:33][CH:34]=2)[CH:28]=[CH:27][CH:26]=[CH:25][CH:24]=1 |f:2.3|. Reported procedure: To a stirred solution of (+)-(R)-tert-butyl 2-(4-bromo-2-fluorophenyl)morpholine-4-carboxylate (4.3 g) and benzophenone imine (2.2 ml) in toluene (20 ml) was added sodium tert-butoxide (1.84 g). The reaction mixture was purged with argon for 10 min. (R)-(+)-2,2′-Bis(diphenylphosphino)-1,1′-binaphthyl (743 mg) and tris(dibenzylideneacetone)dipalladium(0) (328 mg) were added and the reaction mixture was heated to 90° C. and stirred for 90 min. The reaction mixture was poured into water and extract... Reactants: C(C1=CC=CC=C1)SC1=C(C=O)C=CC=C1 (2-benzylmercaptobenzaldehyde), [N+](=O)([O-])CC(C)=O (nitroacetone), O=C1CCC(=NN1)C1=CC=C(C=C1)NC(\C=C(\C)/N)=O (3-aminocrotonic acid N-[4-(6-oxo-1,4,5,6-tetrahydropyridazin-3-yl)-phenyl]-amide). Solvent: C(C)(C)O (isopropanol). The product is O=C1CCC(=NN1)C1=CC=C(C=C1)NC(=O)C1=C(NC(=C(C1C1=C(C=CC=C1)SCC1=CC=CC=C1)[N+](=O)[O-])C)C (4-(2-Benzylmercaptophenyl)-1,4-dihydro-2,6-dimethyl-5-nitropyridine-3-carboxylic acid N-[4-(6-oxo-1,4,5,6-tetrahydropyridazin-3-yl)-phenyl]-amide). RXN SMILES: [CH2:1]([S:8][C:9]1[CH:16]=[CH:15][CH:14]=[CH:13][C:10]=1[CH:11]=O)[C:2]1[CH:7]=[CH:6][CH:5]=[CH:4][CH:3]=1.[N+:17]([CH2:20][C:21](=O)[CH3:22])([O-:19])=[O:18].[O:24]=[C:25]1[NH:30][N:29]=[C:28]([C:31]2[CH:36]=[CH:35][C:34]([NH:37][C:38](=[O:43])/[CH:39]=[C:40](\[NH2:42])/[CH3:41])=[CH:33][CH:32]=2)[CH2:27][CH2:26]1>C(O)(C)C>[O:24]=[C:25]1[NH:30][N:29]=[C:28]([C:31]2[CH:32]=[CH:33][C:34]([NH:37][C:38]([C:39]3[CH:11]([C:10]4[CH:13]=[CH:14][CH:15]=[CH:16][C:9]=4[S:8][CH2:1][C:2]4[CH:7]=[CH:6][CH:5]=[CH:4][CH:3]=4)[C:20]([N+:17]([O-:19])=[O:18])=[C:21]([CH3:22])[NH:42][C:40]=3[CH3:41])=[O:43])=[CH:35][CH:36]=2)[CH2:27][CH2:26]1. Reported procedure: 10 mmoles of 2-benzylmercaptobenzaldehyde, 15 mmoles of nitroacetone and 10 mmoles of 3-aminocrotonic acid N-[4-(6-oxo-1,4,5,6-tetrahydropyridazin-3-yl)-phenyl]-amide in 30 ml of isopropanol are heated at 60°-70° C. for 10 hours. The reaction mixture is concentrated and the residue is taken up in chloroform and chromatographed over silica gel using chloroform to which methanol is added. The product is recrystallized from isopropanol. The reactants are C, CO, O=C[O-], O=[N+]([O-])c1ccc2[nH]ccc2c1, [NH4+], C1CCOC1, [Pd]. Yields the product Nc1ccc2[nH]ccc2c1. RXN SMILES: [C:24].[CH3:22][OH:23].[CH:18]([O-:19])=[O:20].[N+:1]([O-:2])(=[O:3])[c:4]1[cH:5][c:6]2[cH:7][cH:8][nH:9][c:10]2[cH:11][cH:12]1.[NH4+:21].[O:13]1[CH2:14][CH2:15][CH2:16][CH2:17]1.[Pd:25]>>[NH2:1][c:4]1[cH:5][c:6]2[cH:7][cH:8][nH:9][c:10]2[cH:11][cH:12]1. Starting materials: COc3ccc2cc(c1ccc(C(C)(C)C)cc1)ccc2c3 (substrate), Cc1ccc([Mg]Br)cc1 (effective_coupling_partner). Reagents/catalysts: C1-CDC. Reaction conditions: temperature 60 celsius, time 4 hour. Yields the product Cc4ccc(c3ccc2cc(c1ccc(C(C)(C)C)cc1)ccc2c3)cc4. The reactants are O=C([O-])[O-], COc1cc(C(=O)N2CCC(CCN3CCC(C(=O)c4nc5ccccc5[nH]4)CC3)(c3ccccc3)C2)cc(OC)c1OC, CC(C)=O, ClCc1cccnc1, Cl, [K+], [K+], O. Product: COc1cc(C(=O)N2CCC(CCN3CCC(C(=O)c4nc5ccccc5n4Cc4cccnc4)CC3)(c3ccccc3)C2)cc(OC)c1OC. RXN SMILES: [C:54](=[O:55])([O-:56])[O-:57].[CH3:1][O:2][c:3]1[cH:4][c:5]([C:6](=[O:7])[N:8]2[CH2:9][C:10]([c:13]3[cH:14][cH:15][cH:16][cH:17][cH:18]3)([CH2:19][CH2:20][N:21]3[CH2:22][CH2:23][CH:24]([C:27](=[O:28])[c:29]4[n:30][c:31]5[c:32]([nH:33]4)[cH:34][cH:35][cH:36][cH:37]5)[CH2:25][CH2:26]3)[CH2:11][CH2:12]2)[cH:38][c:39]([O:43][CH3:44])[c:40]1[O:41][CH3:42].[CH3:60][C:61](=[O:62])[CH3:63].[Cl:46][CH2:47][c:48]1[cH:49][n:50][cH:51][cH:52][cH:53]1.[ClH:45].[K+:58].[K+:59].[OH2:64]>>[CH3:1][O:2][c:3]1[cH:4][c:5]([C:6](=[O:7])[N:8]2[CH2:9][C:10]([c:13]3[cH:14][cH:15][cH:16][cH:17][cH:18]3)([CH2:19][CH2:20][N:21]3[CH2:22][CH2:23][CH:24]([C:27](=[O:28])[c:29]4[n:30]([CH2:47][c:48]5[cH:49][n:50][cH:51][cH:52][cH:53]5)[c:31]5[c:32]([n:33]4)[cH:34][cH:35][cH:36][cH:37]5)[CH2:25][CH2:26]3)[CH2:11][CH2:12]2)[cH:38][c:39]([O:43][CH3:44])[c:40]1[O:41][CH3:42].